This data is from the Open Reaction Database (ORD), a public repository of structured organic reaction records. The task is: describe an organic reaction: reactants, conditions, products, and yield Reactants: O=C([O-])[O-], COc1ccc(B(O)O)c(OC)c1, COc1ccc(CNc2nc(Cl)nc3c2ncn3C(C)C)cc1, [Cs+], [Cs+], O=C(C=Cc1ccccc1)C=Cc1ccccc1, O=C(C=Cc1ccccc1)C=Cc1ccccc1, O=C(C=Cc1ccccc1)C=Cc1ccccc1, [Pd], [Pd]. Product: COc1ccc(CNc2nc(-c3ccc(OC)cc3OC)nc3c2ncn3C(C)C)cc1. RXN SMILES: [C:37](=[O:38])([O-:39])[O-:40].[CH3:24][O:25][c:26]1[c:27]([B:34]([OH:35])[OH:36])[cH:28][cH:29][c:30]([O:32][CH3:33])[cH:31]1.[Cl:1][c:2]1[n:3][c:4]([NH:14][CH2:15][c:16]2[cH:17][cH:18][c:19]([O:22][CH3:23])[cH:20][cH:21]2)[c:5]2[n:6][cH:7][n:8]([CH:11]([CH3:12])[CH3:13])[c:9]2[n:10]1.[Cs+:41].[Cs+:42].[O:45]=[C:46]([CH:47]=[CH:48][c:49]1[cH:50][cH:51][cH:52][cH:53][cH:54]1)[CH:55]=[CH:56][c:57]1[cH:58][cH:59][cH:60][cH:61][cH:62]1.[O:63]=[C:64]([CH:65]=[CH:66][c:67]1[cH:68][cH:69][cH:70][cH:71][cH:72]1)[CH:73]=[CH:74][c:75]1[cH:76][cH:77][cH:78][cH:79][cH:80]1.[O:81]=[C:82]([CH:83]=[CH:84][c:85]1[cH:86][cH:87][cH:88][cH:89][cH:90]1)[CH:91]=[CH:92][c:93]1[cH:94][cH:95][cH:96][cH:97][cH:98]1.[Pd:43].[Pd:44]>>[c:2]1(-[c:27]2[c:26]([O:25][CH3:24])[cH:31][c:30]([O:32][CH3:33])[cH:29][cH:28]2)[n:3][c:4]([NH:14][CH2:15][c:16]2[cH:17][cH:18][c:19]([O:22][CH3:23])[cH:20][cH:21]2)[c:5]2[n:6][cH:7][n:8]([CH:11]([CH3:12])[CH3:13])[c:9]2[n:10]1. Starting materials: CC(C)(C)OC(=O)N1CCC(N)CC1, CC1(C)OC(C)(C)c2nc(Cl)ncc21, CN(C)C=O. The product is CC(C)(C)OC(=O)N1CCC(Nc2ncc3c(n2)C(C)(C)OC3(C)C)CC1. As a reaction SMILES: [C:15]([CH3:16])([CH3:17])([CH3:18])[O:19][C:20](=[O:21])[N:22]1[CH2:23][CH2:24][CH:25]([NH2:28])[CH2:26][CH2:27]1.[Cl:1][c:2]1[n:3][cH:4][c:5]2[c:6]([n:7]1)[C:8]([CH3:13])([CH3:14])[O:9][C:10]2([CH3:11])[CH3:12].[O:29]=[CH:30][N:31]([CH3:32])[CH3:33]>>[c:2]1([NH:28][CH:25]2[CH2:24][CH2:23][N:22]([C:20]([O:19][C:15]([CH3:16])([CH3:17])[CH3:18])=[O:21])[CH2:27][CH2:26]2)[n:3][cH:4][c:5]2[c:6]([n:7]1)[C:8]([CH3:13])([CH3:14])[O:9][C:10]2([CH3:11])[CH3:12]. The reactants are CCN=C=NCCCN(C)C, Cc1ccc(N)cc1-c1cncnc1, CN(C)c1ccncc1, ClCCl, Cl, Cc1c(C(F)(F)F)[nH]c2c(C(=O)O)cccc12. Yields the product Cc1ccc(NC(=O)c2cccc3c(C)c(C(F)(F)F)[nH]c23)cc1-c1cncnc1. RXN SMILES: [CH2:33]([N:34]=[C:35]=[N:36][CH2:37][CH2:38][CH2:39][N:40]([CH3:41])[CH3:42])[CH3:43].[CH3:18][c:19]1[c:20](-[c:26]2[cH:27][n:28][cH:29][n:30][cH:31]2)[cH:21][c:22]([NH2:23])[cH:24][cH:25]1.[CH3:47][N:48]([CH3:49])[c:50]1[cH:51][cH:52][n:53][cH:54][cH:55]1.[Cl:44][CH2:45][Cl:46].[ClH:32].[F:1][C:2]([c:3]1[nH:4][c:5]2[c:6]([C:13](=[O:14])[OH:15])[cH:7][cH:8][cH:9][c:10]2[c:11]1[CH3:12])([F:16])[F:17]>>[F:1][C:2]([c:3]1[nH:4][c:5]2[c:6]([C:13](=[O:15])[NH:23][c:22]3[cH:21][c:20](-[c:26]4[cH:27][n:28][cH:29][n:30][cH:31]4)[c:19]([CH3:18])[cH:25][cH:24]3)[cH:7][cH:8][cH:9][c:10]2[c:11]1[CH3:12])([F:16])[F:17]. Starting materials: CCO, ClCc1ccccc1, [K+], [K+], [Na+], O=C([O-])[O-], [OH-], COC(=O)Cc1ccc(O)cc1. The product is COC(=O)Cc1ccc(OCc2ccccc2)cc1. As a reaction SMILES: [CH3:29][CH2:30][OH:31].[Cl:13][CH2:14][c:15]1[cH:16][cH:17][cH:18][cH:19][cH:20]1.[K+:21].[K+:22].[Na+:28].[O-:23][C:24]([O-:25])=[O:26].[OH-:27].[OH:1][c:2]1[cH:3][cH:4][c:5]([CH2:8][C:9](=[O:10])[O:11][CH3:12])[cH:6][cH:7]1>>[O:1]([c:2]1[cH:3][cH:4][c:5]([CH2:8][C:9](=[O:10])[O:11][CH3:12])[cH:6][cH:7]1)[CH2:14][c:15]1[cH:16][cH:17][cH:18][cH:19][cH:20]1.